Dataset: the Open Reaction Database (ORD), a public repository of structured organic reaction records. Task: describe an organic reaction: reactants, conditions, products, and yield Starting materials: CC#N, [I-], [K+], O=N[O-], CC(=O)c1cn(C(C)C)nc1N, [Na+], O. Product: CC(=O)c1cn(C(C)C)nc1I. RXN SMILES: [CH3:19][C:20]#[N:21].[I-:18].[K+:17].[N:13]([O-:14])=[O:15].[NH2:1][c:2]1[n:3][n:4]([CH:10]([CH3:11])[CH3:12])[cH:5][c:6]1[C:7]([CH3:8])=[O:9].[Na+:16].[OH2:22]>>[c:2]1([I:18])[n:3][n:4]([CH:10]([CH3:11])[CH3:12])[cH:5][c:6]1[C:7]([CH3:8])=[O:9]. Reactants: COCCOCCOCCN1C(SC2=C1C=CC1=CC=CC=C12)=S (3-methoxyethoxyethoxyethylnaphtho[2,1-d]thiazoline-2-thion), C1(=CC=C(C=C1)S(=O)(=O)OC)C (methyl p-toluenesulfonate), C(C)N1C(SCC1=O)=S (3-ethylthiazolidine-4-on-2-thion), C(C)#N (acetonitrile), resultant mixture, resultant mixture. The solvent is C(C)N(CC)CC (triethylamine). Run at time 24 hour. Yields the product C(C)N1C(SC(C1=O)=C1SC2=C(N1CCOCCOCCOC)C=CC1=CC=CC=C12)=S (3-ethyl-5-(3-methoxyethoxyethoxyethylnaphtho[2,1-d]thiazolin-2-ylidene)thiazolidine-4-on-2-thion). RXN SMILES: [CH3:1][O:2][CH2:3][CH2:4][O:5][CH2:6][CH2:7][O:8][CH2:9][CH2:10][N:11]1[C:15]2[CH:16]=[CH:17][C:18]3[C:23]([C:14]=2[S:13][C:12]1=S)=[CH:22][CH:21]=[CH:20][CH:19]=3.C1(C)C=CC(S(OC)(=O)=O)=CC=1.[CH2:37]([N:39]1[C:43](=[O:44])[CH2:42][S:41][C:40]1=[S:45])[CH3:38].C(#N)C>C(N(CC)CC)C>[CH2:37]([N:39]1[C:43](=[O:44])[C:42](=[C:12]2[N:11]([CH2:10][CH2:9][O:8][CH2:7][CH2:6][O:5][CH2:4][CH2:3][O:2][CH3:1])[C:15]3[CH:16]=[CH:17][C:18]4[C:23]([C:14]=3[S:13]2)=[CH:22][CH:21]=[CH:20][CH:19]=4)[S:41][C:40]1=[S:45])[CH3:38]. Reported procedure: 1.9 g of 3-methoxyethoxyethoxyethylnaphtho[2,1-d]thiazoline-2-thion and 1.8 g of methyl p-toluenesulfonate were fed into a 50 ml short-neck flask provided with a reflux condenser. The resultant mixture was heated at 120° C. for 4 hours. After cooling the reaction mixture to room temperature followed by addition of 0.8 g of 3-ethylthiazolidine-4-on-2-thion and 24 ml of acetonitrile, the resultant mixture was cooled to 5° C., and 1.0 g of triethylamine was added thereto. After stirring at 10° C. f... Starting materials: C(C)OC(=O)N=S(=O)(C)C1=CC(=CC=C1)NC1=NC=C(C(=N1)OC)Br ((RS)-N-(Ethoxycarbonyl)-S-(3-{[5-bromo-4-(methoxy)pyrimidin-2-yl]amino}phenyl)-S-methylsulfoximide), C(C)OC1=NC=NC=C1 (4-ethoxypyrimidine). Yields the product BrC=1C(=NC(=NC1)NC=1C=C(C=CC1)S(=O)(=N)C)OC ((RS)-S-(3-{[5-bromo-4-(methoxy)pyrimidin-2-yl]amino}phenyl)-S-methylsulfoximide). Yield: 3.0%. RXN SMILES: C(OC([N:6]=[S:7]([C:10]1[CH:15]=[CH:14][CH:13]=[C:12]([NH:16][C:17]2[N:22]=[C:21]([O:23][CH3:24])[C:20]([Br:25])=[CH:19][N:18]=2)[CH:11]=1)([CH3:9])=[O:8])=O)C.C(OC1C=CN=CN=1)C>>[Br:25][C:20]1[C:21]([O:23][CH3:24])=[N:22][C:17]([NH:16][C:12]2[CH:11]=[C:10]([S:7]([CH3:9])(=[NH:6])=[O:8])[CH:15]=[CH:14][CH:13]=2)=[N:18][CH:19]=1. Procedure details: Intermediate 14a was prepared in analogy to GP 9 by reaction of Intermediate 14 (500 mg (1.16 mmol) to give, aside a larger quantity of the corresponding 4-ethoxypyrimidine, 14 mg (3%) of the desired product. Product: C1(=CC=CC=C1)OC(=O)N1C=2C=C(C=CC2C=2C(CCCC2C1C#C\C=C/C#C)=O)OC(C(C)(C)C)=O (N-[(Phenyloxy)carbonyl]-6-[3(Z)-hexene-1,5-diynyl]-10-oxo-3-(trime-thylacetoxy)-5,6,7,8,9,10-hexahydrophenanthridine). Run at temperature 25 celsius, time 1 hour. As a reaction SMILES: [C:1]1([O:7][C:8]([N:10]2[CH:23]([C:24]#[C:25]/[CH:26]=[CH:27]\[C:28]#[C:29][Si](C)(C)C)[C:22]3[CH2:21][CH2:20][CH2:19][C:18](=[O:34])[C:17]=3[C:16]3[CH:15]=[CH:14][C:13]([O:35][C:36](=[O:41])[C:37]([CH3:40])([CH3:39])[CH3:38])=[CH:12][C:11]2=3)=[O:9])[CH:6]=[CH:5][CH:4]=[CH:3][CH:2]=1.[K]>C1COCC1.C(O)C.O.C(Cl)Cl.[N+]([O-])([O-])=O.[Ag+]>[C:1]1([O:7][C:8]([N:10]2[CH:23]([C:24]#[C:25]/[CH:26]=[CH:27]\[C:28]#[CH:29])[C:22]3[CH2:21][CH2:20][CH2:19][C:18](=[O:34])[C:17]=3[C:16]3[CH:15]=[CH:14][C:13]([O:35][C:36](=[O:41])[C:37]([CH3:39])([CH3:38])[CH3:40])=[CH:12][C:11]2=3)=[O:9])[CH:2]=[CH:3][CH:4]=[CH:5][CH:6]=1 |f:2.3.4,6.7,^1:41|. Yield: 90.1%. Reagents/catalysts: [N+](=O)([O-])[O-].[Ag+] (silver nitrate). Procedure details: To a solution of Compound 211 (2.80 g, 4.95 mmol) in THF-EtOH-H2O (1:1:1, 300 mL) was added silver nitrate (3.36 g, 19.8 mmol) followed by stirring at 25° C. for one hour. Potassium cynide (2.26 g, 34.65 mmol) was added to the reaction mixture followed by stirring at 25° C. for another 10 minutes. The reaction mixture was diluted with CH2Cl2 (300 mL), washed with brine, dried over anhydrous Na2SO4, and concentrated in vacuo. The residue was purified by flash column chromatography (silica gel, 50... Starting materials: [K] (Potassium), C1(=CC=CC=C1)OC(=O)N1C=2C=C(C=CC2C=2C(CCCC2C1C#C\C=C/C#C[Si](C)(C)C)=O)OC(C(C)(C)C)=O (N-[(Phenyloxy)carbonyl]-10-oxo-3-(trimethylacetoxy)-6-[6-trime-thylsilyl-3(Z)-hexene-1,5-diynyl]-5,6,7,8,9,10-hexahydrophenanthridine). The solvent is C(Cl)Cl (CH2Cl2), C1CCOC1.C(C)O.O (THF EtOH-H2O).